Task: describe an organic reaction: reactants, conditions, products, and yield. Dataset: the Open Reaction Database (ORD), a public repository of structured organic reaction records Product: C(=O)(OCC)C=1C=C2N(CN(C=3C=CC=CC23)C(=O)OCC)C1 (2,6-Dicarbethoxy-5,6-dihydropyrrolo[1,2-c]quinazoline). As a reaction SMILES: [C:1]([C:6]1[CH:7]=[C:8]2[C:17]3[CH:16]=[CH:15][CH:14]=[CH:13][C:12]=3[NH:11][CH2:10][N:9]2[CH:18]=1)([O:3][CH2:4][CH3:5])=[O:2].Cl[C:20]([O:22][CH2:23][CH3:24])=[O:21].[OH-].[Na+]>CC(C)=O.O>[C:1]([C:6]1[CH:7]=[C:8]2[C:17]3[CH:16]=[CH:15][CH:14]=[CH:13][C:12]=3[N:11]([C:20]([O:22][CH2:23][CH3:24])=[O:21])[CH2:10][N:9]2[CH:18]=1)([O:3][CH2:4][CH3:5])=[O:2] |f:2.3|. Reported procedure: A solution of the product of Example IV (1.2 g, 0.005 m) and ethyl chloroformate (6.0 g, 0.0553 m) in acetone (20 ml) and H2O (50 ml) was treated with NaOH (0.1 ml aq. 30%) and the mixture stirred at room temperature for 15 min. The acetone was removed in vacuo and the aqueous residue cooled in an ice-bath. A solid formed and this was filtered, washed with water, and dried in vacuo. The crude product (1.0 g) was crystallized from methanol to afford the desired product; m.p. 80°-82° C. The reactants are C(=O)(OCC)C=1C=C2N(CNC=3C=CC=CC23)C1 (2-Carbethoxy-5,6-dihydropyrrolo[1,2-c]quinazoline), ClC(=O)OCC (ethyl chloroformate), [OH-].[Na+] (NaOH). Conditions: time 15 minute. The solvent is CC(=O)C (acetone), O (H2O). The reactants are O=C([O-])[O-], CCn1c(=O)ccc2cnc(Nc3ccc(O)cc3)nc21, COCCBr, CN(C)C=O, [K+], [K+], O. Product: CCn1c(=O)ccc2cnc(Nc3ccc(OCCOC)cc3)nc21. As a reaction SMILES: [C:27](=[O:28])([O-:29])[O-:30].[CH2:1]([CH3:2])[n:3]1[c:4](=[O:21])[cH:5][cH:6][c:7]2[c:8]1[n:9][c:10]([NH:13][c:14]1[cH:15][cH:16][c:17]([OH:20])[cH:18][cH:19]1)[n:11][cH:12]2.[CH3:22][O:23][CH2:24][CH2:25][Br:26].[CH3:34][N:35]([CH3:36])[CH:37]=[O:38].[K+:31].[K+:32].[OH2:33]>>[CH2:1]([CH3:2])[n:3]1[c:4](=[O:21])[cH:5][cH:6][c:7]2[c:8]1[n:9][c:10]([NH:13][c:14]1[cH:15][cH:16][c:17]([O:20][CH2:25][CH2:24][O:23][CH3:22])[cH:18][cH:19]1)[n:11][cH:12]2.